This data is from the Open Reaction Database (ORD), a public repository of structured organic reaction records. The task is: describe an organic reaction: reactants, conditions, products, and yield The reactants are IC1=C(C[C@H](N)C(=O)O)C=CC=C1 (2-iodo-L-phenylalanine), Cl (HCl), CO (MeOH). The solvent is C(Cl)Cl (CH2Cl2). Product: IC1=C(C[C@H](N)C(=O)OC)C=CC=C1 (methyl 2-iodo-L-phenylalaninate). Isolated yield 94.0%. As a reaction SMILES: [I:1][C:2]1[CH:13]=[CH:12][CH:11]=[CH:10][C:3]=1[CH2:4][C@@H:5]([C:7]([OH:9])=[O:8])[NH2:6].Cl.[CH3:15]O>C(Cl)Cl>[I:1][C:2]1[CH:13]=[CH:12][CH:11]=[CH:10][C:3]=1[CH2:4][C@@H:5]([C:7]([O:9][CH3:15])=[O:8])[NH2:6]. Procedure: To a 500 mL 3-necked flask equipped with a magnetic stirrer and a reflux condenser were added 5.00 g of 2-iodo-L-phenylalanine.HCl and 100 mL of anhydrous MeOH. The mixture was stirred and acidified by bubbling HCl gas through for 3 min. A clear solution resulted which was heated at reflux for 5h. The solution was cooled to RT and concentrated in vacuo to dryness to give a white solid. The material was suspended in 120 mL of CH2Cl2 and washed with 5% aqueous NaHCO3 (4×80 mL). The CH2Cl2 solution...